This data is from the Open Reaction Database (ORD), a public repository of structured organic reaction records. The task is: describe an organic reaction: reactants, conditions, products, and yield Starting materials: O=C([O-])[O-], CCOP(C)(=O)C(C)Oc1cc([N+](=O)[O-])c(Cl)cc1Cl, CC(=O)O, [Fe], [K+], [K+]. The product is CCOP(C)(=O)C(C)Oc1cc(N)c(Cl)cc1Cl. RXN SMILES: [C:21](=[O:22])([O-:23])[O-:24].[CH3:1][P:2]([O:3][CH2:4][CH3:5])(=[O:6])[CH:7]([CH3:8])[O:9][c:10]1[c:11]([Cl:20])[cH:12][c:13]([Cl:19])[c:14]([N+:16]([O-:17])=[O:18])[cH:15]1.[CH3:27][C:28](=[O:29])[OH:30].[Fe:31].[K+:25].[K+:26]>>[CH3:1][P:2]([O:3][CH2:4][CH3:5])(=[O:6])[CH:7]([CH3:8])[O:9][c:10]1[c:11]([Cl:20])[cH:12][c:13]([Cl:19])[c:14]([NH2:16])[cH:15]1. The reactants are S(=O)(Cl)Cl (Thionyl chloride), COC=1C=C(C(=O)O)C=CN1 (2-methoxy-isonicotinic acid). Solvent: C1(=CC=CC=C1)C (toluene). Reaction conditions: temperature 80 celsius. The product is COC=1C=C(C(=O)Cl)C=CN1 (2-Methoxy-isonicotinoyl chloride). Yield: 45.8%. Reaction SMILES: S(Cl)([Cl:3])=O.[CH3:5][O:6][C:7]1[CH:8]=[C:9]([CH:13]=[CH:14][N:15]=1)[C:10](O)=[O:11]>C1(C)C=CC=CC=1>[CH3:5][O:6][C:7]1[CH:8]=[C:9]([CH:13]=[CH:14][N:15]=1)[C:10]([Cl:3])=[O:11]. Procedure details: Thionyl chloride (30.0 mL, 0.39 mol) was added to a suspension of 2-methoxy-isonicotinic acid (15.0 g, 97.9 mmol) in anhydrous toluene (150 mL). The mixture was heated at 80° C. under nitrogen for 3 hours, cooled to room temperature and filtered. The filtrate was concentrated in vacuo to afford the title compound 7.7 g (46% yield). Procedure: The preparation of the title compound takes place in analogy to the synthesis of the compound from Example 1 starting with 82.3 mg (0.22 mmol) of the compound from Example 22A. 35.0 mg (35% of theory) of the title compound are obtained. As a reaction SMILES: [Cl:1][C:2]1[CH:3]=[C:4]([C:9]2[S:10][C:11]([C:22]([N:24]3[CH2:28][C:27](=[O:29])[NH:26][CH2:25]3)=[O:23])=[CH:12][C:13]=2[C:14]2[CH:15]=[C:16]([C:20]#[N:21])[CH:17]=[CH:18][CH:19]=2)[CH:5]=[C:6]([F:8])[CH:7]=1.ClC1C=C(C2SC(C(O)=O)=CC=2C2C=CC(F)=C(C#N)C=2)C=C([F:37])C=1>>[Cl:1][C:2]1[CH:3]=[C:4]([C:9]2[S:10][C:11]([C:22]([N:24]3[CH2:28][C:27](=[O:29])[NH:26][CH2:25]3)=[O:23])=[CH:12][C:13]=2[C:14]2[CH:19]=[CH:18][C:17]([F:37])=[C:16]([C:20]#[N:21])[CH:15]=2)[CH:5]=[C:6]([F:8])[CH:7]=1. Starting materials: ClC=1C=C(C=C(C1)F)C=1SC(=CC1C=1C=C(C=CC1)C#N)C(=O)N1CNC(C1)=O (3-{2-(3-Chloro-5-fluorophenyl)-5-[(4-oxoimidazolidin-1-yl)carbonyl]thiophen-3-yl}benzenecarbonitrile), ClC=1C=C(C=C(C1)F)C1=C(C=C(S1)C(=O)O)C1=CC(=C(C=C1)F)C#N (5-(3-Chloro-5-fluorophenyl)-4-(3-cyano-4-fluorophenyl)thiophene-2-carboxylic acid). Product: ClC=1C=C(C=C(C1)F)C=1SC(=CC1C=1C=CC(=C(C1)C#N)F)C(=O)N1CNC(C1)=O (5-{2-(3-Chloro-5-fluorophenyl)-5-[(4-oxoimidazolidin-1-yl)carbonyl]thiophen-3-yl}-2-fluorobenzenecarbonitrile). Reactants: C(C)OC(CN1CCCCC1)=O (piperidin-1-yl-acetic acid ethyl ester), O.NN (hydrazine monohydrate). Run in C(C)O (ethanol). Run at temperature 70 celsius, time 5 hour. The product is N1(CCCCC1)CC(=O)NN (Piperidin-1-yl-acetic acid hydrazide). RXN SMILES: C([O:3][C:4](=O)[CH2:5][N:6]1[CH2:11][CH2:10][CH2:9][CH2:8][CH2:7]1)C.O.[NH2:14][NH2:15]>C(O)C>[N:6]1([CH2:5][C:4]([NH:14][NH2:15])=[O:3])[CH2:11][CH2:10][CH2:9][CH2:8][CH2:7]1 |f:1.2|. Procedure details: 3.86 g of piperidin-1-yl-acetic acid ethyl ester was dissolved in 40 mL of ethanol, added with 3.39 mL of hydrazine monohydrate, and stirred at 70° C. for 5 hours. After allowing the solution to cool to room temperature, the solvent was evaporated, to afford 3.8 g of the title compound as pale yellow crystals. Reactants: BrC=1C=CC(=NC1)C(CC1=CC=CC=C1)(C1=CC(=CC(=C1)C(F)(F)F)F)NC(=O)NC1CCCC1 (1-(1-(5-Bromopyridin-2-yl)-1-(3-fluoro-5-(trifluoromethyl)phenyl)-2-phenylethyl)-3-cyclopentylurea), N1CCOCC1 (morpholine), CC1(C2=C(C(=CC=C2)P(C3=CC=CC=C3)C4=CC=CC=C4)OC5=C(C=CC=C51)P(C6=CC=CC=C6)C7=CC=CC=C7)C (Xantphos). Reagents/catalysts: C=1C=CC(=CC1)/C=C/C(=O)/C=C/C2=CC=CC=C2.C=1C=CC(=CC1)/C=C/C(=O)/C=C/C2=CC=CC=C2.C=1C=CC(=CC1)/C=C/C(=O)/C=C/C2=CC=CC=C2.[Pd].[Pd] (Pd2(dba)3). Run in C1(=CC=CC=C1)C (toluene). Conditions: temperature 100 celsius. Product: C1(CCCC1)NC(=O)NC(CC1=CC=CC=C1)(C1=CC(=CC(=C1)C(F)(F)F)F)C1=NC=C(C=C1)N=C(C1=CC=CC=C1)C1=CC=CC=C1 (1-cyclopentyl-3-(1-(5-(diphenylmethyleneamino)pyridin-2-yl)-1-(3-fluoro-5-(trifluoromethyl)phenyl)-2-phenylethyl)urea). Isolated yield 70.1%. Reaction SMILES: Br[C:2]1[CH:3]=[CH:4][C:5]([C:8]([NH:27][C:28]([NH:30][CH:31]2[CH2:35][CH2:34][CH2:33][CH2:32]2)=[O:29])([C:16]2[CH:21]=[C:20]([C:22]([F:25])([F:24])[F:23])[CH:19]=[C:18]([F:26])[CH:17]=2)[CH2:9][C:10]2[CH:15]=[CH:14][CH:13]=[CH:12][CH:11]=2)=[N:6][CH:7]=1.[NH:36]1CCOCC1.C[C:43]1(C)[C:69]2[C:64](=[C:65](P(C3C=CC=CC=3)C3C=CC=CC=3)[CH:66]=[CH:67][CH:68]=2)O[C:45]2[C:46](P(C3C=CC=CC=3)C3C=CC=CC=3)=[CH:47][CH:48]=[CH:49][C:44]1=2>C1(C)C=CC=CC=1.C1C=CC(/C=C/C(/C=C/C2C=CC=CC=2)=O)=CC=1.C1C=CC(/C=C/C(/C=C/C2C=CC=CC=2)=O)=CC=1.C1C=CC(/C=C/C(/C=C/C2C=CC=CC=2)=O)=CC=1.[Pd].[Pd]>[CH:31]1([NH:30][C:28]([NH:27][C:8]([C:5]2[CH:4]=[CH:3][C:2]([N:36]=[C:43]([C:69]3[CH:64]=[CH:65][CH:66]=[CH:67][CH:68]=3)[C:44]3[CH:49]=[CH:48][CH:47]=[CH:46][CH:45]=3)=[CH:7][N:6]=2)([C:16]2[CH:21]=[C:20]([C:22]([F:23])([F:25])[F:24])[CH:19]=[C:18]([F:26])[CH:17]=2)[CH2:9][C:10]2[CH:11]=[CH:12][CH:13]=[CH:14][CH:15]=2)=[O:29])[CH2:32][CH2:33][CH2:34][CH2:35]1 |f:4.5.6.7.8|. Reported procedure: 1-(1-(5-Bromopyridin-2-yl)-1-(3-fluoro-5-(trifluoromethyl)phenyl)-2-phenylethyl)-3-cyclopentylurea (122 mg, 0.22 mmol), morpholine (1.3 eq), Pd2(dba)3 (70 mg), Xantphos (95 mg) and Na—O-t-Bu (84 mg) were stirred in toluene (0.7 mL) at room temperature. The reaction mixture was purged with N2 several times and then was heated at 100° C. for 2 h. The reaction mixture was cooled to room temperature, and CH2Cl2 was added. The resulting solution was filtered through Celite and concentrated to dryness... Procedure: To a solution of (3RS,4SR)-1-benzyl-4-(3,4-dichloro-phenyl)-pyrrolidine-3-carboxylic acid methoxy-methyl-amide (3A) 6.58 g (0.017 mol) dissolved in THF (100 mL) was added 16 mL (0.017 mol) of lithiumaluminiumhydride (1.0M in THF) dropwise at 0° C. and stirred for one hour. The reaction was quenched by aq. ammonium chloride solution and extracted with ethylacetate twice. The combined organic layers were dried on anhydrous sodium sulfate and concentrated in vaccuo. The residue was purified by sili... Reaction conditions: time 1 hour. RXN SMILES: CON(C)[C:4]([CH:6]1[CH:10]([C:11]2[CH:16]=[CH:15][C:14]([Cl:17])=[C:13]([Cl:18])[CH:12]=2)[CH2:9][N:8]([CH2:19][C:20]2[CH:25]=[CH:24][CH:23]=[CH:22][CH:21]=2)[CH2:7]1)=[O:5].[H-].[Al+3].[Li+].[H-].[H-].[H-]>C1COCC1>[CH2:19]([N:8]1[CH2:9][CH:10]([C:11]2[CH:16]=[CH:15][C:14]([Cl:17])=[C:13]([Cl:18])[CH:12]=2)[CH:6]([CH:4]=[O:5])[CH2:7]1)[C:20]1[CH:21]=[CH:22][CH:23]=[CH:24][CH:25]=1 |f:1.2.3.4.5.6|. Reactants: CON(C(=O)C1CN(CC1C1=CC(=C(C=C1)Cl)Cl)CC1=CC=CC=C1)C ((3RS,4SR)-1-benzyl-4-(3,4-dichloro-phenyl)-pyrrolidine-3-carboxylic acid methoxy-methyl-amide), [H-].[Al+3].[Li+].[H-].[H-].[H-] (lithiumaluminiumhydride). The solvent is C1CCOC1 (THF). Yield: 91.7%. Product: C(C1=CC=CC=C1)N1CC(C(C1)C1=CC(=C(C=C1)Cl)Cl)C=O ((3RS,4SR)-1-Benzyl-4-(3,4-dichloro-phenyl)-pyrrolidine-3-carbaldehyde).